From a dataset of the Open Reaction Database (ORD), a public repository of structured organic reaction records. describe an organic reaction: reactants, conditions, products, and yield The reactants are CC(C)(C)c1ccc([N+](=O)[O-])cc1C#N, CCO, O=C[O-], [NH4+]. Product: CC(C)(C)c1ccc(N)cc1C#N. Reaction SMILES: [C:1]([CH3:2])([CH3:3])([CH3:4])[c:5]1[c:6]([C:7]#[N:8])[cH:9][c:10]([N+:13]([O-:14])=[O:15])[cH:11][cH:12]1.[CH3:20][CH2:21][OH:22].[CH:16]([O-:17])=[O:18].[NH4+:19]>>[C:1]([CH3:2])([CH3:3])([CH3:4])[c:5]1[c:6]([C:7]#[N:8])[cH:9][c:10]([NH2:13])[cH:11][cH:12]1.